This data is from the Open Reaction Database (ORD), a public repository of structured organic reaction records. The task is: describe an organic reaction: reactants, conditions, products, and yield Reactants: CC1(C)CC=C(c2cccs2)c2cc(C(=O)O)ccc21, CCN=C=NCCCN(C)C, CCOCC, Cl, CN(C)C=O, C[Si](C)(C)CCOC(=O)c1ccc(O)cc1. The product is CC1(C)CC=C(c2cccs2)c2cc(C(=O)Oc3ccc(C(=O)OCC[Si](C)(C)C)cc3)ccc21. Reaction SMILES: [CH3:1][C:2]1([CH3:20])[c:3]2[cH:4][cH:5][c:6]([C:17](=[O:18])[OH:19])[cH:7][c:8]2[C:9]([c:12]2[s:13][cH:14][cH:15][cH:16]2)=[CH:10][CH2:11]1.[CH3:38][N:39]([CH3:40])[CH2:41][CH2:42][CH2:43][N:44]=[C:45]=[N:46][CH2:47][CH3:48].[CH3:49][CH2:50][O:51][CH2:52][CH3:53].[ClH:37].[O:54]=[CH:55][N:56]([CH3:57])[CH3:58].[OH:21][c:22]1[cH:23][cH:24][c:25]([C:26](=[O:27])[O:28][CH2:29][CH2:30][Si:31]([CH3:32])([CH3:33])[CH3:34])[cH:35][cH:36]1>>[CH3:1][C:2]1([CH3:20])[c:3]2[cH:4][cH:5][c:6]([C:17](=[O:18])[O:19][c:22]3[cH:23][cH:24][c:25]([C:26](=[O:27])[O:28][CH2:29][CH2:30][Si:31]([CH3:32])([CH3:33])[CH3:34])[cH:35][cH:36]3)[cH:7][c:8]2[C:9]([c:12]2[s:13][cH:14][cH:15][cH:16]2)=[CH:10][CH2:11]1. The reactants are C(OC1=CC=CC=C1)(OC1=CC=CC=C1)=O (diphenyl carbonate), N[C@@H](CC1=CC=CC=C1)C(=O)[O-].C(CCC)[N+](CCCC)(CCCC)CCCC (tetrabutylammonium phenylalanine salt), Cl (HCl). Solvent: C(C)#N (acetonitrile), C(C)#N (acetonitrile). The product is O(C1=CC=CC=C1)C(=O)N[C@@H](C)C(=O)O (N-phenoxycarbonyl-L-alanine). Reaction SMILES: [C:1](=[O:16])([O:9][C:10]1[CH:15]=[CH:14][CH:13]=[CH:12][CH:11]=1)OC1C=CC=CC=1.[NH2:17][C@H:18]([C:26]([O-:28])=[O:27])[CH2:19]C1C=CC=CC=1.C([N+](CCCC)(CCCC)CCCC)CCC.Cl>C(#N)C>[O:9]([C:1]([NH:17][C@H:18]([C:26]([OH:28])=[O:27])[CH3:19])=[O:16])[C:10]1[CH:11]=[CH:12][CH:13]=[CH:14][CH:15]=1 |f:1.2|. Procedure: Under a nitrogen atmosphere, 428 mg (2 mmol) of diphenyl carbonate and 5 mL of acetonitrile were loaded into a round bottom flask having a volume of 100 mL, and then the mixture was stirred at room temperature. Next, 813 mg (2 mmol) of tetrabutylammonium phenylalanine salt and 15 mL of acetonitrile were dropped to the solution, and then the mixture was stirred for 15 minutes. After that, a 1M aqueous HCl solution was added to the reaction solution to terminate the reaction, and then the resultan... The reactants are CC(=O)O, CC(O)(c1cc2cccnc2cc1F)c1cnc2ccc(Cl)nn12, I, O=[PH2]O. Yields the product CC(c1cc2cccnc2cc1F)c1cnc2ccc(Cl)nn12. As a reaction SMILES: [CH3:29][C:30](=[O:31])[OH:32].[Cl:1][c:2]1[cH:3][cH:4][c:5]2[n:6]([n:7]1)[c:8]([C:11]([CH3:12])([OH:13])[c:14]1[cH:15][c:16]3[cH:17][cH:18][cH:19][n:20][c:21]3[cH:22][c:23]1[F:24])[cH:9][n:10]2.[I:28].[PH2:25](=[O:26])[OH:27]>>[Cl:1][c:2]1[cH:3][cH:4][c:5]2[n:6]([n:7]1)[c:8]([CH:11]([CH3:12])[c:14]1[cH:15][c:16]3[cH:17][cH:18][cH:19][n:20][c:21]3[cH:22][c:23]1[F:24])[cH:9][n:10]2. Reactants: Cc1nc(C(F)(F)F)ccc1Cn1nc2c(Br)c(-c3ccc(C#N)cc3)ccn2c1=O, C1CCOC1, [K+], [K+], [K+], OB(O)c1ccccc1, O=P([O-])([O-])[O-]. The product is Cc1nc(C(F)(F)F)ccc1Cn1nc2c(-c3ccccc3)c(-c3ccc(C#N)cc3)ccn2c1=O. RXN SMILES: [Br:1][c:2]1[c:3]2[n:4]([cH:5][cH:6][c:7]1-[c:8]1[cH:9][cH:10][c:11]([C:12]#[N:13])[cH:14][cH:15]1)[c:16](=[O:31])[n:17]([CH2:19][c:20]1[c:21]([CH3:30])[n:22][c:23]([C:26]([F:27])([F:28])[F:29])[cH:24][cH:25]1)[n:18]2.[CH2:49]1[O:50][CH2:51][CH2:52][CH2:53]1.[K+:46].[K+:47].[K+:48].[OH:32][B:33]([OH:34])[c:35]1[cH:36][cH:37][cH:38][cH:39][cH:40]1.[P:41]([O-:42])([O-:43])([O-:44])=[O:45]>>[c:2]1(-[c:35]2[cH:36][cH:37][cH:38][cH:39][cH:40]2)[c:3]2[n:4]([cH:5][cH:6][c:7]1-[c:8]1[cH:9][cH:10][c:11]([C:12]#[N:13])[cH:14][cH:15]1)[c:16](=[O:31])[n:17]([CH2:19][c:20]1[c:21]([CH3:30])[n:22][c:23]([C:26]([F:27])([F:28])[F:29])[cH:24][cH:25]1)[n:18]2. Reactants: [Al+3], Cc1cc(C(C)(C)C)c(O)c(C(C)(C)C)c1, CC(C)[O-], CC(C)[O-], COC1=CCC2=C(CCC3C2CCC2(C)C(O)CCC32)C1, Cc1ccccc1, CC(C)[O-], O=C1CCCCC1, O. Product: COC1=CCC2=C(CCC3C2CCC2(C)C(=O)CCC32)C1. As a reaction SMILES: [Al+3:5].[C:21]([c:22]1[cH:23][c:24]([CH3:25])[cH:26][c:27]([C:28]([CH3:29])([CH3:30])[CH3:31])[c:32]1[OH:33])([CH3:34])([CH3:35])[CH3:36].[CH3:10][CH:11]([CH3:12])[O-:13].[CH3:1][CH:2]([CH3:3])[O-:4].[CH3:37][O:38][C:39]1=[CH:56][CH2:55][C:54]2=[C:41]([CH2:40]1)[CH2:42][CH2:43][CH:44]1[CH:45]3[CH2:46][CH2:47][CH:48]([OH:57])[C:49]3([CH3:50])[CH2:51][CH2:52][CH:53]12.[CH3:58][c:59]1[cH:60][cH:61][cH:62][cH:63][cH:64]1.[CH3:6][CH:7]([CH3:8])[O-:9].[O:14]=[C:15]1[CH2:16][CH2:17][CH2:18][CH2:19][CH2:20]1.[OH2:65]>>[CH3:37][O:38][C:39]1=[CH:56][CH2:55][C:54]2=[C:41]([CH2:40]1)[CH2:42][CH2:43][CH:44]1[CH:45]3[CH2:46][CH2:47][C:48](=[O:57])[C:49]3([CH3:50])[CH2:51][CH2:52][CH:53]12. Reported procedure: A solution of 4-(N-benzyl-N-methylamino)-1-cyano-1,1-diphenyl-4-methylpentane (1.0 g--see Preparation 12) in 90% sulphuric acid (10 ml) was heated at 90° for 1 hour. The mixture was poured onto ice (100 g), basified to a pH of about 12 by the addition of 40% aqueous sodium hydroxide and extracted with dichloromethane (2×100 ml). The combined dichloromethane extracts were dried (MgSO4) and concentrated in vacuo to give a gum which was purified by column chromatography on silica eluting with dichl... As a reaction SMILES: [CH2:1]([N:8]([C:10]([CH3:29])([CH3:28])[CH2:11][CH2:12][C:13]([C:26]#[N:27])([C:20]1[CH:25]=[CH:24][CH:23]=[CH:22][CH:21]=1)[C:14]1[CH:19]=[CH:18][CH:17]=[CH:16][CH:15]=1)[CH3:9])[C:2]1[CH:7]=[CH:6][CH:5]=[CH:4][CH:3]=1.[OH-:30].[Na+]>S(=O)(=O)(O)O>[CH2:1]([N:8]([C:10]([CH3:29])([CH3:28])[CH2:11][CH2:12][C:13]([C:20]1[CH:21]=[CH:22][CH:23]=[CH:24][CH:25]=1)([C:14]1[CH:15]=[CH:16][CH:17]=[CH:18][CH:19]=1)[C:26]([NH2:27])=[O:30])[CH3:9])[C:2]1[CH:3]=[CH:4][CH:5]=[CH:6][CH:7]=1 |f:1.2|. The reactants are C(C1=CC=CC=C1)N(C)C(CCC(C1=CC=CC=C1)(C1=CC=CC=C1)C#N)(C)C (4-(N-benzyl-N-methylamino)-1-cyano-1,1-diphenyl-4-methylpentane), [OH-].[Na+] (sodium hydroxide). Product: C(C1=CC=CC=C1)N(C)C(CCC(C(=O)N)(C1=CC=CC=C1)C1=CC=CC=C1)(C)C (5-(N-benzyl-N-methylamino)-2,2-diphenyl-5-methylhexanamide). Run in S(O)(O)(=O)=O (sulphuric acid).